From a dataset of the Open Reaction Database (ORD), a public repository of structured organic reaction records. describe an organic reaction: reactants, conditions, products, and yield Reactants: CN=C(NC)SC, CS, CCO, I, NCCc1ccccc1. Product: I, CNC(=NCCc1ccccc1)NC. RXN SMILES: [CH3:11][NH:12][C:13]([S:14][CH3:15])=[N:16][CH3:17].[CH3:18][SH:19].[CH3:20][CH2:21][OH:22].[IH:10].[NH2:1][CH2:2][CH2:3][c:4]1[cH:5][cH:6][cH:7][cH:8][cH:9]1>>[IH:10].[N:1]([CH2:2][CH2:3][c:4]1[cH:5][cH:6][cH:7][cH:8][cH:9]1)=[C:13]([NH:12][CH3:11])[NH:16][CH3:17]. The reactants are ice water, ClC=1C2=C(N=CN1)NC=C2I (4-chloro-5-iodo-7H-pyrrolo[2,3-d]pyrimidine), COC(=O)[C@@H]1C[C@@H](C1)O (cis-3-hydroxycyclobutanecarboxylic acid methyl ester), C1=CC=C(C=C1)P(C2=CC=CC=C2)C3=CC=CC=C3 (PPh3), CC(C)OC(=O)/N=N/C(=O)OC(C)C (DIAD). The solvent is C1CCOC1 (THF). Conditions: temperature 75 celsius. Yields the product COC(=O)[C@@H]1C[C@H](C1)N1C=C(C2=C1N=CN=C2Cl)I (trans-3-(4-Chloro-5-iodopyrrolo[2,3-d]pyrimidin-7-yl)-cyclobutanecarboxylic acid methyl ester). RXN SMILES: [Cl:1][C:2]1[C:3]2[C:10]([I:11])=[CH:9][NH:8][C:4]=2[N:5]=[CH:6][N:7]=1.[CH3:12][O:13][C:14]([C@H:16]1[CH2:19][C@@H:18](O)[CH2:17]1)=[O:15].C1C=CC(P(C2C=CC=CC=2)C2C=CC=CC=2)=CC=1.CC(OC(/N=N/C(OC(C)C)=O)=O)C>C1COCC1>[CH3:12][O:13][C:14]([C@H:16]1[CH2:19][C@H:18]([N:8]2[C:4]3[N:5]=[CH:6][N:7]=[C:2]([Cl:1])[C:3]=3[C:10]([I:11])=[CH:9]2)[CH2:17]1)=[O:15]. Procedure details: To a mixture of 4-chloro-5-iodo-7H-pyrrolo[2,3-d]pyrimidine (prepared according to: L. B. Townsend et al., J. Med. Chem. 1990, 33 (7), 1984-92) (280 mg, 1.00 mmol), cis-3-hydroxycyclobutanecarboxylic acid methyl ester (trans/cis=1:5) (180 mg, 1.38 mmol), and PS—PPh3 (loading 2.02 mmol/g; 951 mg, 2.02 mmol) in dry THF (10 mL), cooled by ice/water, was added DIAD (295 μL, 303 mg, 1.50 mmol), then the cooling bath was removed, and the mixture was vortexed (220 rpm) for 2 d. The resin was filtered o...